From a dataset of the Open Reaction Database (ORD), a public repository of structured organic reaction records. describe an organic reaction: reactants, conditions, products, and yield Reactants: CC(C)(C)OC(=O)N1CC(C(=O)O)C1, CS(=O)(=O)Nc1ccccc1N1CCN(C(=O)C(N)Cc2ccc(Cl)c(Cl)c2)CC1, CN(C)C=O. The product is CC(C)(C)OC(=O)N1CC(C(=O)NC(Cc2ccc(Cl)c(Cl)c2)C(=O)N2CCN(c3ccccc3NS(C)(=O)=O)CC2)C1. RXN SMILES: [C:31](=[O:32])([O:33][C:34]([CH3:35])([CH3:36])[CH3:37])[N:38]1[CH2:39][CH:40]([C:42](=[O:43])[OH:44])[CH2:41]1.[NH2:1][CH:2]([C:3](=[O:4])[N:5]1[CH2:6][CH2:7][N:8]([c:11]2[c:12]([NH:17][S:18](=[O:19])(=[O:20])[CH3:21])[cH:13][cH:14][cH:15][cH:16]2)[CH2:9][CH2:10]1)[CH2:22][c:23]1[cH:24][c:25]([Cl:30])[c:26]([Cl:29])[cH:27][cH:28]1.[O:45]=[CH:46][N:47]([CH3:48])[CH3:49]>>[NH:1]([CH:2]([C:3](=[O:4])[N:5]1[CH2:6][CH2:7][N:8]([c:11]2[c:12]([NH:17][S:18](=[O:19])(=[O:20])[CH3:21])[cH:13][cH:14][cH:15][cH:16]2)[CH2:9][CH2:10]1)[CH2:22][c:23]1[cH:24][c:25]([Cl:30])[c:26]([Cl:29])[cH:27][cH:28]1)[C:42]([CH:40]1[CH2:39][N:38]([C:31](=[O:32])[O:33][C:34]([CH3:35])([CH3:36])[CH3:37])[CH2:41]1)=[O:43]. Starting materials: Brc1ccccc1I, O=C([O-])[O-], Cc1ccccc1, [Cs+], [Cs+], [Cu]I, OCc1ccccc1, c1cnc2c(c1)ccc1cccnc12. Yields the product Brc1ccccc1OCc1ccccc1. As a reaction SMILES: [Br:29][c:30]1[c:31]([I:36])[cH:32][cH:33][cH:34][cH:35]1.[C:15](=[O:16])([O-:17])[O-:18].[CH3:39][c:40]1[cH:41][cH:42][cH:43][cH:44][cH:45]1.[Cs+:19].[Cs+:20].[Cu:37][I:38].[OH:21][CH2:22][c:23]1[cH:24][cH:25][cH:26][cH:27][cH:28]1.[cH:1]1[cH:2][c:3]2[cH:4][cH:5][c:6]3[c:7]([c:8]2[n:9][cH:10]1)[n:11][cH:12][cH:13][cH:14]3>>[O:21]([CH2:22][c:23]1[cH:24][cH:25][cH:26][cH:27][cH:28]1)[c:31]1[c:30]([Br:29])[cH:35][cH:34][cH:33][cH:32]1.